From a dataset of the Open Reaction Database (ORD), a public repository of structured organic reaction records. describe an organic reaction: reactants, conditions, products, and yield Reactants: CCNc1ncccc1-c1sccc1Br, CN1CCCC1=O, CCOC(C)=O, CCCC[Sn](CCCC)(CCCC)c1cccnc1F. Yields the product CCNc1ncccc1-c1sccc1-c1cccnc1F. RXN SMILES: [Br:1][c:2]1[c:3](-[c:7]2[c:8]([NH:13][CH2:14][CH3:15])[n:9][cH:10][cH:11][cH:12]2)[s:4][cH:5][cH:6]1.[CH3:36][N:37]1[CH2:38][CH2:39][CH2:40][C:41]1=[O:42].[CH3:43][CH2:44][O:45][C:46](=[O:47])[CH3:48].[F:16][c:17]1[n:18][cH:19][cH:20][cH:21][c:22]1[Sn:23]([CH2:24][CH2:25][CH2:26][CH3:27])([CH2:28][CH2:29][CH2:30][CH3:31])[CH2:32][CH2:33][CH2:34][CH3:35]>>[c:2]1(-[c:22]2[c:17]([F:16])[n:18][cH:19][cH:20][cH:21]2)[c:3](-[c:7]2[c:8]([NH:13][CH2:14][CH3:15])[n:9][cH:10][cH:11][cH:12]2)[s:4][cH:5][cH:6]1. Starting materials: Cl (hydrochloric acid), 2-chloroacetyl, NCC1=C(C(=CC(=C1)C(C)(C)C)C(F)(F)F)O (2-aminomethyl-4-(1,1-dimethylethyl)-6-trifluoromethylphenol), Cl (hydrochloric acid). The solvent is C(C)O (ethanol). Conditions: temperature 20 celsius. Product: Cl.NCC1=C(C(=CC(=C1)C(C)(C)C)C(F)(F)F)O (2-aminomethyl-4-tertbutyl-6-trifluoromethylphenol hydrochloride). Reaction SMILES: [NH2:1][CH2:2][C:3]1[CH:8]=[C:7]([C:9]([CH3:12])([CH3:11])[CH3:10])[CH:6]=[C:5]([C:13]([F:16])([F:15])[F:14])[C:4]=1[OH:17].[ClH:18]>C(O)C>[ClH:18].[NH2:1][CH2:2][C:3]1[CH:8]=[C:7]([C:9]([CH3:10])([CH3:11])[CH3:12])[CH:6]=[C:5]([C:13]([F:15])([F:16])[F:14])[C:4]=1[OH:17] |f:3.4|. Procedure: The solid, the 2-chloroacetyl derivative of 2-aminomethyl-4-(1,1-dimethylethyl)-6-trifluoromethylphenol is dissolved in a mixture of ethanol (75 ml.) and 12 N hydrochloric acid (25 ml.). The mixture is refluxed for 5 hours, cooled to 20° C. and diluted with 12 N hydrochloric acid (150 ml.). Upon cooling to -20° C., the product separates (14 g.). It is crystallized from ethanol-12 N hydrochloric acid (1:4) to obtain pure 2-aminomethyl-4-tertbutyl-6-trifluoromethylphenol hydrochloride, m.p. 202°-2...